This data is from the Open Reaction Database (ORD), a public repository of structured organic reaction records. The task is: describe an organic reaction: reactants, conditions, products, and yield Reactants: solution, C12C(CC(C=C1)CC2)=O ((+)-bicyclo[2.2.2]oct-5-en-2-one). Solvent: C1CCCCC1 (cyclohexane). Run at time 50 hour. Yields the product C12CC=CCC2CC1=O ((-)-bicyclo[4.2.0]oct-3-en-8-one). As a reaction SMILES: [CH:1]12[CH2:8][CH2:7][CH:4]([CH:5]=[CH:6]1)[CH2:3][C:2]2=[O:9]>C1CCCCC1>[CH:5]12[C:2](=[O:9])[CH2:3][CH:4]1[CH2:7][CH:8]=[CH:1][CH2:6]2. Procedure: A 4% solution of (+)-bicyclo[2.2.2]oct-5-en-2-one was dissolved in cyclohexane and irradiated in a Pyrex apparatus under argon with a 250 w. medium pressure mercury lamp. After 50 hours, the starting product had been reacted quantitatively. The solution was concentrated by evaporation and the residue subjected to chromatography on 100 g. of silica gel with toluene/1% diethyl ether. Pure (-)-bicyclo[4.2.0]oct-3-en-8-one was obtained.